Dataset: the Open Reaction Database (ORD), a public repository of structured organic reaction records. Task: describe an organic reaction: reactants, conditions, products, and yield The reactants are C(#N)C1=C(C=C(C(=O)O)C=C1)N1CCC(CC1)N1C(NC2=NC=CC=C21)=O (4-cyano-3-[4-(2-oxo-2,3-dihydro-imidazo[4,5-b]pyridin-1-yl)-piperidin-1-yl]-benzoic acid), FC=1C=C2CCNC2=CC1 (5-fluoro-2,3-dihydro-(1H)-indole), TEA, CN(C)C(=[N+](C)C)ON1C2=C(C=CC=C2)N=N1.[B-](F)(F)(F)F (TBTU). Run in CN(C)C=O (DMF). Conditions: time 1 hour. Yields the product FC=1C=C2CCN(C2=CC1)C(=O)C1=CC(=C(C#N)C=C1)N1CCC(CC1)N1C(NC2=NC=CC=C21)=O (4-(5-fluoro-2,3-dihydro-indole-1-carbonyl)-2-[4-(2-oxo-2,3-dihydro-imidazo[4,5-b]pyridin-1-yl)-piperidin-1-yl]-benzonitrile). Reaction SMILES: [C:1]([C:3]1[CH:11]=[CH:10][C:6]([C:7]([OH:9])=O)=[CH:5][C:4]=1[N:12]1[CH2:17][CH2:16][CH:15]([N:18]2[C:26]3[C:21](=[N:22][CH:23]=[CH:24][CH:25]=3)[NH:20][C:19]2=[O:27])[CH2:14][CH2:13]1)#[N:2].[F:28][C:29]1[CH:30]=[C:31]2[C:35](=[CH:36][CH:37]=1)[NH:34][CH2:33][CH2:32]2.CN(C(ON1N=NC2C=CC=CC1=2)=[N+](C)C)C.[B-](F)(F)(F)F>CN(C=O)C>[F:28][C:29]1[CH:30]=[C:31]2[C:35](=[CH:36][CH:37]=1)[N:34]([C:7]([C:6]1[CH:10]=[CH:11][C:3]([C:1]#[N:2])=[C:4]([N:12]3[CH2:17][CH2:16][CH:15]([N:18]4[C:26]5[C:21](=[N:22][CH:23]=[CH:24][CH:25]=5)[NH:20][C:19]4=[O:27])[CH2:14][CH2:13]3)[CH:5]=1)=[O:9])[CH2:33][CH2:32]2 |f:2.3|. Reported procedure: 70 mg (0.19 mmol) 4-cyano-3-[4-(2-oxo-2,3-dihydro-imidazo[4,5-b]pyridin-1-yl)-piperidin-1-yl]-benzoic acid and 30 mg (0.21 mmol) 5-fluoro-2,3-dihydro-(1H)-indole in 0.10 mL (0.72 mmol) TEA and 1.5 mL DMF were mixed with 65 mg (0.20 mmol) TBTU and the mixture was stirred for 1 h at RT. Then the reaction mixture was purified by preparative HPLC-MS. The product-containing fractions were combined and freeze-dried. Reaction SMILES: [Al+3:12].[Br:1][c:2]1[cH:3][cH:4][c:5]([C:6](=[O:7])[Cl:8])[cH:9][cH:10]1.[CH3:15][O:16][c:17]1[cH:18][cH:19][cH:20][cH:21][cH:22]1.[Cl-:11].[Cl-:13].[Cl-:14].[O-:23][N+:24]([c:25]1[cH:26][cH:27][cH:28][cH:29][cH:30]1)=[O:31]>>[Br:1][c:2]1[cH:3][cH:4][c:5]([C:6](=[O:7])[c:20]2[cH:19][cH:18][c:17]([O:16][CH3:15])[cH:22][cH:21]2)[cH:9][cH:10]1. Reactants: [Al+3], O=C(Cl)c1ccc(Br)cc1, COc1ccccc1, [Cl-], [Cl-], [Cl-], O=[N+]([O-])c1ccccc1. The product is COc1ccc(C(=O)c2ccc(Br)cc2)cc1. The reactants are C(C)(C)(C)OC(=O)NCCOC1=NOC(=C1)C1=CC=C(C=C1)Cl (3-(2-(N-tert-Butoxycarbonylamino)ethoxy)-5-(4-chlorophenyl)isoxazole), CI (methyl iodide). Product: C(C)(C)(C)OC(=O)NCCOC1=NOC(=C1C)C1=CC=C(C=C1)Cl (3-(2-(N-tert-Butoxycarbonylamino)ethoxy)-5-(4-chlorophenyl)-4-methylisoxazole). The yield is 89.0%. Reaction SMILES: [C:1]([O:5][C:6]([NH:8][CH2:9][CH2:10][O:11][C:12]1[CH:16]=[C:15]([C:17]2[CH:22]=[CH:21][C:20]([Cl:23])=[CH:19][CH:18]=2)[O:14][N:13]=1)=[O:7])([CH3:4])([CH3:3])[CH3:2].[CH3:24]I>>[C:1]([O:5][C:6]([NH:8][CH2:9][CH2:10][O:11][C:12]1[C:16]([CH3:24])=[C:15]([C:17]2[CH:18]=[CH:19][C:20]([Cl:23])=[CH:21][CH:22]=2)[O:14][N:13]=1)=[O:7])([CH3:4])([CH3:2])[CH3:3]. Procedure details: 3-(2-(N-tert-Butoxycarbonylamino)ethoxy)-5-(4-chlorophenyl)isoxazole (0.25 g) and methyl iodide (0.06 ml) were subjected to reaction and post-treatment in a similar manner to that described in Example 14(a) to obtain the title compound (0.23 g, 89%) as a colorless powder. The reactants are COC([C@H](NC(=O)OC(C)(C)C)C[C@H](C)C(F)(F)F)=O ((2R,4S)-N-Boc-5,5,5-trifluoroleucine methyl ester), [BH4-].[Na+] (NaBH4). Solvent: CO (methanol). Conditions: time 1 hour. The product is C(=O)(OC(C)(C)C)N[C@H](C[C@H](C)C(F)(F)F)CO ((2R,4S)-N-Boc-5,5,5-trifluoroleucinol). Yield: 94.0%. As a reaction SMILES: C[O:2][C:3](=O)[C@@H:4]([CH2:13][C@@H:14]([C:16]([F:19])([F:18])[F:17])[CH3:15])[NH:5][C:6]([O:8][C:9]([CH3:12])([CH3:11])[CH3:10])=[O:7].[BH4-].[Na+]>CO>[C:6]([NH:5][C@@H:4]([CH2:3][OH:2])[CH2:13][C@@H:14]([C:16]([F:19])([F:18])[F:17])[CH3:15])([O:8][C:9]([CH3:12])([CH3:11])[CH3:10])=[O:7] |f:1.2|. Procedure details: To a solution of 6a (420 mg, 1.4 mmol) in methanol (10 mL) was added NaBH4 (531 mg, 14.0 mmol) in small portions. The reaction mixture was stirred at room temperature for 1 h before removal of the solvent. The residue was partitioned between 100 mL of ethyl acetate and 50 mL of water. The aqueous layer was extracted with 100 mL of ethyl acetate. The combined organic layers were dried over Na2SO4 and concentrated to yield 357 mg of the desired product as a white solid (94%). 1H NMR (300 MHz, CDCl... Starting materials: [Cl-].O[NH3+] (hydroxylammonium chloride), C(O)([O-])=O.[Na+] (sodium hydrogen carbonate), CS(=O)C (dimethyl sulfoxide), C(CCC)C=1N=C(N(C(C1CC1=CC=C(C=C1)C=1C(=CC=CC1)C#N)=O)C1=CC(=CC=C1)C(C)O[Si](C)(C)C(C)(C)C)C (4′-({4-butyl-1-[3-(1-{[tert-butyl(dimethyl)silyl]oxy}ethyl)phenyl]-2-methyl-6-oxo-1,6-dihydropyrimidin-5-yl}methyl)biphenyl-2-carbonitrile). Solvent: O (water), C(C)(=O)OCC (ethyl acetate). Reaction conditions: temperature 40 celsius, time 30 minute. The product is C(CCC)C1=C(C(N(C(=N1)C)C1=CC(=CC=C1)C(C)O[Si](C)(C)C(C)(C)C)=O)CC1=CC=C(C=C1)C1=C(C=CC=C1)C1=NOC(N1)=O (6-butyl-3-[3-(1-{[tert-butyl(dimethyl)silyl]oxy}ethyl)phenyl]-2-methyl-5-{[2′-(5-oxo-4,5-dihydro-1,2,4-oxadiazol-3-yl)biphenyl-4-yl]methyl}pyrimidin-4(3H)-one). RXN SMILES: [Cl-].O[NH3+:3].[C:4](=[O:7])([O-])[OH:5].[Na+].CS(C)=O.[CH2:13]([C:17]1[N:18]=[C:19]([CH3:55])[N:20]([C:39]2[CH:44]=[CH:43][CH:42]=[C:41]([CH:45]([O:47][Si:48]([C:51]([CH3:54])([CH3:53])[CH3:52])([CH3:50])[CH3:49])[CH3:46])[CH:40]=2)[C:21](=[O:38])[C:22]=1[CH2:23][C:24]1[CH:29]=[CH:28][C:27]([C:30]2[C:31]([C:36]#[N:37])=[CH:32][CH:33]=[CH:34][CH:35]=2)=[CH:26][CH:25]=1)[CH2:14][CH2:15][CH3:16]>O.C(OCC)(=O)C>[CH2:13]([C:17]1[N:18]=[C:19]([CH3:55])[N:20]([C:39]2[CH:44]=[CH:43][CH:42]=[C:41]([CH:45]([O:47][Si:48]([C:51]([CH3:53])([CH3:52])[CH3:54])([CH3:50])[CH3:49])[CH3:46])[CH:40]=2)[C:21](=[O:38])[C:22]=1[CH2:23][C:24]1[CH:25]=[CH:26][C:27]([C:30]2[CH:35]=[CH:34][CH:33]=[CH:32][C:31]=2[C:36]2[NH:3][C:4](=[O:7])[O:5][N:37]=2)=[CH:28][CH:29]=1)[CH2:14][CH2:15][CH3:16] |f:0.1,2.3|. Procedure: A mixture of hydroxylammonium chloride (1.86 g), sodium hydrogen carbonate (2.81 g) and dimethyl sulfoxide (15 mL) was stirred at 40° C. for 30 min, 4′-({4-butyl-1-[3-(1-{[tert-butyl(dimethyl)silyl]oxy}ethyl)phenyl]-2-methyl-6-oxo-1,6-dihydropyrimidin-5-yl}methyl)biphenyl-2-carbonitrile (1.98 g) was added, and the mixture was stirred at 90° C. for 18 hr. The reaction mixture was allowed to cool to room temperature, ethyl acetate and water were added, and the mixture was extracted with ethyl acet...